Dataset: the Open Reaction Database (ORD), a public repository of structured organic reaction records. Task: describe an organic reaction: reactants, conditions, products, and yield Reactants: NC=1CN(C2=CC=CC=C2C1)NCC1(CCCC1)O (1-{{(3-aminoquinolin-1-yl)amino]methyl}cyclopentanol), C(OCC)(OCC)OCC (triethyl orthoformate), Cl.N1=CC=CC=C1 (pyridine hydrochloride), C1(=CC=CC=C1)C (toluene). The product is N1(C=NC=2C=NC=3C=CC=CC3C21)CC2(CCCC2)O (1-[(1H-imidazo[4,5-c]quinolin-1-yl)methyl]cyclopentanol). As a reaction SMILES: [NH2:1][C:2]1[CH2:3][N:4](NCC2(O)CCCC2)[C:5]2[C:10]([CH:11]=1)=[CH:9][CH:8]=[CH:7][CH:6]=2.C([O:27][CH2:28][CH3:29])(OCC)OCC.Cl.[N:31]1[CH:36]=CC=C[CH:32]=1.[C:37]1(C)[CH:42]=CC=C[CH:38]=1>>[N:31]1([CH2:36][C:28]2([OH:27])[CH2:29][CH2:42][CH2:37][CH2:38]2)[C:11]2[C:10]3[CH:9]=[CH:8][CH:7]=[CH:6][C:5]=3[N:4]=[CH:3][C:2]=2[N:1]=[CH:32]1 |f:2.3|. Procedure details: A mixture of 1-{{(3-aminoquinolin-1-yl)amino]methyl}cyclopentanol (2.00 g, 7.8 mmol, Example 3 Parts A through D), triethyl orthoformate (1.36 mL, 8.2 mmol), pyridine hydrochloride (0.2 g), and toluene (20 mL) was heated at reflux for 3.5 hours. The reaction mixture was allowed to cool to ambient temperature. A solid was isolated by filtration and dried. The solid was triturated with a minimum amount of saturated aqueous sodium bicarbonate for 1 hour. The solid was filtered and then dried to pro... Starting materials: CCC(C)(C)O, CC(C)(C)[O-], CO, COc1ccc(C(C)(CO)NC(=O)CCl)cc1, [K+], O. The product is COc1ccc(C2(C)COCC(=O)N2)cc1. RXN SMILES: [C:24]([OH:25])([CH2:26][CH3:27])([CH3:28])[CH3:29].[CH3:1][C:2]([CH3:3])([O-:4])[CH3:5].[CH3:30][OH:31].[Cl:7][CH2:8][C:9](=[O:10])[NH:11][C:12]([CH2:13][OH:14])([CH3:15])[c:16]1[cH:17][cH:18][c:19]([O:22][CH3:23])[cH:20][cH:21]1.[K+:6].[OH2:32]>>[CH2:8]1[C:9](=[O:10])[NH:11][C:12]([CH3:15])([c:16]2[cH:17][cH:18][c:19]([O:22][CH3:23])[cH:20][cH:21]2)[CH2:13][O:14]1. Starting materials: C(C1=CC=CC=C1)OC1=C(C=C(C=C1C)C[C@H](C(=O)N1CCC(CC1)N1CCC(CC1)C(=O)OCC(N(C)C)=O)OC(=O)N1CCC(CC1)N1C(NC2=C(CC1)C=CC=C2)=O)C (dimethylcarbamoylmethyl 1′-{(R)-3-(4-benzyloxy-3,5-dimethyl-phenyl)-2-[4-(2-oxo-1,2,4,5-tetrahydro-1,3-benzodiazepin-3-yl)-piperidine-1-carbonyloxy]-propionyl}-1,4′-bipiperidinyl-4-carboxylate), [H][H] (hydrogen). Reagents/catalysts: [Pd] (Pd/C). Run in C1CCOC1 (THF). Yields the product OC1=C(C=C(C=C1C)C[C@H](C(=O)N1CCC(CC1)N1CCC(CC1)C(=O)OCC(N(C)C)=O)OC(=O)N1CCC(CC1)N1C(NC2=C(CC1)C=CC=C2)=O)C (dimethylcarbamoylmethyl 1′-{(R)-3-(4-hydroxy-3,5-dimethyl-phenyl)-2-[4-(2-oxo-1,2,4,5-tetrahydro-1,3-benzodiazepin-3-yl)-piperidine-1-carbonyloxy]-propionyl}-1,4′-bipiperidinyl-4-carboxylate). RXN SMILES: C([O:8][C:9]1[C:14]([CH3:15])=[CH:13][C:12]([CH2:16][C@@H:17]([O:41][C:42]([N:44]2[CH2:49][CH2:48][CH:47]([N:50]3[CH2:56][CH2:55][C:54]4[CH:57]=[CH:58][CH:59]=[CH:60][C:53]=4[NH:52][C:51]3=[O:61])[CH2:46][CH2:45]2)=[O:43])[C:18]([N:20]2[CH2:25][CH2:24][CH:23]([N:26]3[CH2:31][CH2:30][CH:29]([C:32]([O:34][CH2:35][C:36](=[O:40])[N:37]([CH3:39])[CH3:38])=[O:33])[CH2:28][CH2:27]3)[CH2:22][CH2:21]2)=[O:19])=[CH:11][C:10]=1[CH3:62])C1C=CC=CC=1.[H][H]>C1COCC1.[Pd]>[OH:8][C:9]1[C:14]([CH3:15])=[CH:13][C:12]([CH2:16][C@@H:17]([O:41][C:42]([N:44]2[CH2:49][CH2:48][CH:47]([N:50]3[CH2:56][CH2:55][C:54]4[CH:57]=[CH:58][CH:59]=[CH:60][C:53]=4[NH:52][C:51]3=[O:61])[CH2:46][CH2:45]2)=[O:43])[C:18]([N:20]2[CH2:21][CH2:22][CH:23]([N:26]3[CH2:31][CH2:30][CH:29]([C:32]([O:34][CH2:35][C:36](=[O:40])[N:37]([CH3:39])[CH3:38])=[O:33])[CH2:28][CH2:27]3)[CH2:24][CH2:25]2)=[O:19])=[CH:11][C:10]=1[CH3:62]. Reported procedure: 95 mg (0.11 mmol) dimethylcarbamoylmethyl 1′-{(R)-3-(4-benzyloxy-3,5-dimethyl-phenyl)-2-[4-(2-oxo-1,2,4,5-tetrahydro-1,3-benzodiazepin-3-yl)-piperidine-1-carbonyloxy]-propionyl}-1,4′-bipiperidinyl-4-carboxylate in 10 mL THF were combined with 50 mg 10% Pd/C and hydrogenated at 50° C. and 50 psi hydrogen for 6 h. The catalyst was removed by suction filtering and the solvent was concentrated by evaporation i.vac. The residue was triturated with diethyl ether, suction filtered and dried. Starting materials: O (Water), C1(=CC=CC=C1)CCCCCC(CC(=O)OCC)=O (Ethyl 8-phenyl-3-oxooctanoate), N(=[N+]=[N-])C1=CC=C(C(=O)NCC)C=C1 (4-azido-N-ethylbenzamide), [O-]CC.[Na+] (sodium ethoxide). Run in C(C)O (ethanol), C(C)O (ethanol). Conditions: temperature 60 celsius, time 14 hour. Product: C(C)NC(=O)C1=CC=C(C=C1)N1N=NC(=C1CCCCCC1=CC=CC=C1)C(=O)O (1-{4-[(ethylamino)carbonyl]phenyl}-5-(5-phenylpentyl)-1H-1,2,3-triazole-4-carboxylic acid). Yield: 99.4%. Reaction SMILES: [C:1]1([CH2:7][CH2:8][CH2:9][CH2:10][CH2:11][C:12](=O)[CH2:13][C:14]([O:16]CC)=[O:15])[CH:6]=[CH:5][CH:4]=[CH:3][CH:2]=1.[N:20]([C:23]1[CH:33]=[CH:32][C:26]([C:27]([NH:29][CH2:30][CH3:31])=[O:28])=[CH:25][CH:24]=1)=[N+:21]=[N-:22].[O-]CC.[Na+].O>C(O)C>[CH2:30]([NH:29][C:27]([C:26]1[CH:32]=[CH:33][C:23]([N:20]2[C:12]([CH2:11][CH2:10][CH2:9][CH2:8][CH2:7][C:1]3[CH:2]=[CH:3][CH:4]=[CH:5][CH:6]=3)=[C:13]([C:14]([OH:16])=[O:15])[N:22]=[N:21]2)=[CH:24][CH:25]=1)=[O:28])[CH3:31] |f:2.3|. Procedure details: Ethyl 8-phenyl-3-oxooctanoate (1.01 g, 3.84 mmol, 1.23 eq.) obtained in Example 101a) and 4-azido-N-ethylbenzamide (purity 95%, 0.624 g, 3.12 mmol) were dissolved in ethanol (20 ml), sodium ethoxide (290 mg, 3.84 mmol, 1.23 eq.) was added, and the mixture was stirred at room temperature for 30 min and at 60° C. for 14 hr. Water (20 ml) was added to the reaction mixture, ethanol was evaporated, and the residue was diluted with 2% aqueous sodium carbonate solution (20 ml) and washed with ethyl ace... Reactants: Cl (HCl), NC=1SC2=C(N1)C=C(C(=C2)OC)Cl (2-Amino-5-chloro-6-methoxybenzothiazole), BrCC(C(=O)O)(CCCC)CC ((±)-2-(Bromomethyl)-2-ethyl-hexanoic acid), [OH-].[K+] (KOH). Run in O (H2O). Reaction conditions: time 18 hour. The product is NC1=C(C=C(C(=C1)Cl)OC)SCC(C(=O)O)(CCCC)CC ((±)-2-(((2-Amino-4-chloro-5-methoxy-phenyl)thio)methyl)-2-ethylhexanoic acid). As a reaction SMILES: N[C:2]1[S:3][C:4]2[CH:10]=[C:9]([O:11][CH3:12])[C:8]([Cl:13])=[CH:7][C:5]=2[N:6]=1.[OH-].[K+].BrC[C:18]([CH2:26][CH3:27])([CH2:22][CH2:23][CH2:24][CH3:25])[C:19]([OH:21])=[O:20].Cl>O>[NH2:6][C:5]1[CH:7]=[C:8]([Cl:13])[C:9]([O:11][CH3:12])=[CH:10][C:4]=1[S:3][CH2:2][C:18]([CH2:26][CH3:27])([CH2:22][CH2:23][CH2:24][CH3:25])[C:19]([OH:21])=[O:20] |f:1.2|. Procedure details: To a suspension of 4 (20.0 g) in H2O (200 ml) was added KOH (100 g). The slurry was refluxed for 7 h and allowed to cool to RT. To the dark solution was added 2 (33.2 g) in one portion. The reaction mixture was stirred for 18 h at which point the pH was adjusted to 4 with HCl. The mixture was transferred to a separatory funnel and extracted three times with ethyl acetate. The organic layer was dried and concentrated. The product was purified by column chromatography on silica gel eluting the pro... The reactants are Nc1nc2cccc(-c3ccoc3)n2n1, O=C(Cl)Cc1cccs1. As a reaction SMILES: [o:1]1[cH:2][c:3](-[c:6]2[cH:7][cH:8][cH:9][c:10]3[n:11]2[n:12][c:13]([NH2:15])[n:14]3)[cH:4][cH:5]1.[s:16]1[c:17]([CH2:21][C:22](=[O:23])[Cl:24])[cH:18][cH:19][cH:20]1>>[o:1]1[cH:2][c:3](-[c:6]2[cH:7][cH:8][cH:9][c:10]3[n:11]2[n:12][c:13]([NH:15][C:22]([CH2:21][c:17]2[s:16][cH:20][cH:19][cH:18]2)=[O:23])[n:14]3)[cH:4][cH:5]1. Yields the product O=C(Cc1cccs1)Nc1nc2cccc(-c3ccoc3)n2n1.